From a dataset of the Open Reaction Database (ORD), a public repository of structured organic reaction records. describe an organic reaction: reactants, conditions, products, and yield Starting materials: CC(CC(=O)O)(C)C (3,3-dimethylbutyric acid), [OH-].[Na+] (NaOH), C(C)[C@@H]1[C@@H]([C@]2(C)[C@@H](C1)[C@@H]1CCC3=CC(CC[C@@H]3[C@H]1CC2)=O)OC(CBr)=O (16β-ethyl-17β-bromoacetoxy-4-estren-3-one), CN(C)C=O (DMF). The solvent is CC(=O)C (acetone). Yields the product C(C)[C@@H]1[C@@H]([C@]2(C)[C@@H](C1)[C@@H]1CCC3=CC(CC[C@@H]3[C@H]1CC2)=O)OC(COC(CC(C)(C)C)=O)=O (16β-Ethyl-17β-(3,3-dimethylbutyryl)oxyacetoxy-4-estren-3-one). The yield is 61.0%. As a reaction SMILES: [CH3:1][C:2]([CH3:8])([CH3:7])[CH2:3][C:4]([OH:6])=[O:5].[OH-].[Na+].[CH2:11]([C@H:13]1[CH2:18][C@H:17]2[C@H:19]3[C@H:28]([CH2:29][CH2:30][C@:15]2([CH3:16])[C@H:14]1[O:32][C:33](=[O:36])[CH2:34]Br)[C@@H:27]1[C:22](=[CH:23][C:24](=[O:31])[CH2:25][CH2:26]1)[CH2:21][CH2:20]3)[CH3:12].CN(C=O)C>CC(C)=O>[CH2:11]([C@H:13]1[CH2:18][C@H:17]2[C@H:19]3[C@H:28]([CH2:29][CH2:30][C@:15]2([CH3:16])[C@H:14]1[O:32][C:33](=[O:36])[CH2:34][O:5][C:4](=[O:6])[CH2:3][C:2]([CH3:8])([CH3:7])[CH3:1])[C@@H:27]1[C:22](=[CH:23][C:24](=[O:31])[CH2:25][CH2:26]1)[CH2:21][CH2:20]3)[CH3:12] |f:1.2|. Reported procedure: In 10 ml of acetone is dissolved 1.16 g of 3,3-dimethylbutyric acid, and 5.0 ml of 2N-NaOH is added, followed by addition of 1.15 g of 16β-ethyl-17β-bromoacetoxy-4-estren-3-one and 20 ml of DMF. The mixture is refluxed for 5 hours, and thereafter treated in the same manner as Example 26. The reaction mixture is chromatographed on a silica gel column. Following passage of 200 ml of n-hexanediisopropyl ether (3:7), elution is carried out with a 1:1 mixture of the same solvents. The eluate is evapo... Reactants: ClC(C(=O)O)(C)Cl (2,2-dichloropropionic acid), C([O-])([O-])=O.[K+].[K+] (potassium carbonate), C([O-])([O-])=O.[K+].[K+] (potassium carbonate), C([O-])([O-])=O.[K+].[K+] (potassium carbonate), Cl.C(CC1=CC=CC=C1)NN (phenethylhydrazine hydrochloride), Cl (hydrochloric acid). Solvent: CCOCC (ether), O (water), O (water), O (water). Run at temperature 90 celsius. Yields the product C(CC1=CC=CC=C1)NN=C(C(=O)O)C (2-(Phenethylhydrazono)-propionic acid). Reaction SMILES: Cl[C:2](Cl)([CH3:6])[C:3]([OH:5])=[O:4].C(=O)([O-])[O-].[K+].[K+].Cl.[CH2:15]([NH:23][NH2:24])[CH2:16][C:17]1[CH:22]=[CH:21][CH:20]=[CH:19][CH:18]=1.Cl>O.CCOCC>[CH2:15]([NH:23][N:24]=[C:2]([CH3:6])[C:3]([OH:5])=[O:4])[CH2:16][C:17]1[CH:22]=[CH:21][CH:20]=[CH:19][CH:18]=1 |f:1.2.3,4.5|. Procedure details: To a solution of 5.7 g. 2,2-dichloropropionic acid and 2.8 g. potassium carbonate in 40 ml water is added a solution of 6.9 g. phenethylhydrazine hydrochloride and 5.6 g. potassium carbonate in 20 ml water. The mixture is heated with stirring to 90° C., a further solution of 5.6 g. potassium carbonate in 20 ml water is dropped in over 30 minutes and further stirred for 60 minutes at 90° C. Afterwards the still alkaline solution is cooled to ambient temperature, shaken out with ether and acidifie... Starting materials: C(C)OC(CCCN1C(C=2C(C1=O)=CC=CC2)=O)OCC (4-phthalimidobutyraldehyde diethyl acetal), Cl (hydrochloric acid). Solvent: O1CCCC1 (tetrahydrofuran). The product is C1(C=2C(C(N1CCCC=O)=O)=CC=CC2)=O (4-Phthalimidobutyraldehyde). Reaction SMILES: C([O:3][CH:4](OCC)[CH2:5][CH2:6][CH2:7][N:8]1[C:12](=[O:13])[C:11]2=[CH:14][CH:15]=[CH:16][CH:17]=[C:10]2[C:9]1=[O:18])C.Cl>O1CCCC1>[C:9]1(=[O:18])[N:8]([CH2:7][CH2:6][CH2:5][CH:4]=[O:3])[C:12](=[O:13])[C:11]2=[CH:14][CH:15]=[CH:16][CH:17]=[C:10]12. Procedure details: A solution of 4-phthalimidobutyraldehyde diethyl acetal (125 g, 0.43 mol) in a 1:1 mixture of tetrahydrofuran and 2N hydrochloric acid (800 ml) was heated at reflux for 0.75 h. The mixture was cooled, concentrated to 400 ml and extracted into dichloromethane (3×200 ml). Combined organics were dried (Na2SO4) and evaporated in vacuo to afford the title compound as a brown oil that solidified on standing (95 g, 100%).